From a dataset of the Open Reaction Database (ORD), a public repository of structured organic reaction records. describe an organic reaction: reactants, conditions, products, and yield The reactants are CN(C=O)C (dimethylformamide), C(Cl)(Cl)Cl (chloroform), C(C)(=O)OC=1C=C2C(NC=NC2=CC1OC(C)=O)=O (6,7-diacetoxy-4(3H)-quinazolinone), S(=O)(Cl)Cl (Thionyl chloride). Conditions: temperature 47.5 celsius. Yields the product Cl.C(#C)C=1C=C(C=CC1)NC1=NC=NC2=CC(=C(C=C12)OC(C)=O)OC(C)=O (N-(3-ethynylphenyl)-6,7-diacetoxy-4-quinazolinamine hydrochloride). Yield: 73.6%. As a reaction SMILES: C(Cl)(Cl)[Cl:2].[C:5]([O:8][C:9]1[CH:10]=[C:11]2[C:16](=[CH:17][C:18]=1[O:19][C:20](=[O:22])[CH3:21])[N:15]=[CH:14][NH:13][C:12]2=O)(=[O:7])[CH3:6].S(Cl)(Cl)=O.C[N:29]([CH3:32])C=O>>[ClH:2].[C:16]([C:11]1[CH:12]=[C:32]([NH:29][C:12]2[C:11]3[C:16](=[CH:17][C:18]([O:19][C:20](=[O:22])[CH3:21])=[C:9]([O:8][C:5](=[O:7])[CH3:6])[CH:10]=3)[N:15]=[CH:14][N:13]=2)[CH:18]=[CH:9][CH:10]=1)#[CH:17] |f:4.5|. Procedure: Into a 3.0 Lt four necked round bottomed flask, equipped with a mechanical stirrer, reflux condenser, pressure equalizing addition funnel and thermometer socket are charged chloroform (500 ml), 6,7-diacetoxy-4(3H)-quinazolinone (25 g) obtained from the process described in step (ii) of example (1) and dimethylformamide (3 ml). Thionyl chloride (46.2 g) was slowly added in about 20-30 minutes. The reaction mass was slowly heated to reflux temperature and maintained at reflux temperature for 6 hou... Starting materials: CC(=O)O, ClCCl, O=Cc1ccc(OC(F)F)c2oc3cc[n+]([O-])cc3c12, [Fe]. The product is O=Cc1ccc(OC(F)F)c2oc3ccncc3c12. RXN SMILES: [CH3:21][C:22](=[O:23])[OH:24].[Cl:25][CH2:26][Cl:27].[F:1][CH:2]([O:3][c:4]1[cH:5][cH:6][c:7]([CH:18]=[O:19])[c:8]2[c:9]1[o:10][c:11]1[c:12]2[cH:13][n+:14]([O-:17])[cH:15][cH:16]1)[F:20].[Fe:28]>>[F:1][CH:2]([O:3][c:4]1[cH:5][cH:6][c:7]([CH:18]=[O:19])[c:8]2[c:9]1[o:10][c:11]1[c:12]2[cH:13][n:14][cH:15][cH:16]1)[F:20].